This data is from the Open Reaction Database (ORD), a public repository of structured organic reaction records. The task is: describe an organic reaction: reactants, conditions, products, and yield Product: N#Cc1c(NCCc2ccc(O)cc2)nc(N)nc1-c1ccccc1. The reactants are COCCOC, CS(=O)(=O)c1nc(N)nc(-c2ccccc2)c1C#N, NCCc1ccc(O)cc1. Reaction SMILES: [CH3:30][O:31][CH2:32][CH2:33][O:34][CH3:35].[NH2:1][c:2]1[n:3][c:4](-[c:14]2[cH:15][cH:16][cH:17][cH:18][cH:19]2)[c:5]([C:12]#[N:13])[c:6]([S:8]([CH3:9])(=[O:10])=[O:11])[n:7]1.[NH2:20][CH2:21][CH2:22][c:23]1[cH:24][cH:25][c:26]([OH:27])[cH:28][cH:29]1>>[NH2:1][c:2]1[n:3][c:4](-[c:14]2[cH:15][cH:16][cH:17][cH:18][cH:19]2)[c:5]([C:12]#[N:13])[c:6]([NH:20][CH2:21][CH2:22][c:23]2[cH:24][cH:25][c:26]([OH:27])[cH:28][cH:29]2)[n:7]1. The reactants are C1CCOC1, Clc1ncccn1, Fc1ccc(Oc2ccc(-c3cc[nH]n3)cc2)cc1, [H-], [Na+]. The product is Fc1ccc(Oc2ccc(-c3ccn(-c4ncccn4)n3)cc2)cc1. RXN SMILES: [CH2:29]1[O:30][CH2:31][CH2:32][CH2:33]1.[Cl:22][c:23]1[n:24][cH:25][cH:26][cH:27][n:28]1.[F:1][c:2]1[cH:3][cH:4][c:5]([O:6][c:7]2[cH:8][cH:9][c:10](-[c:13]3[n:14][nH:15][cH:16][cH:17]3)[cH:11][cH:12]2)[cH:18][cH:19]1.[H-:21].[Na+:20]>>[F:1][c:2]1[cH:3][cH:4][c:5]([O:6][c:7]2[cH:8][cH:9][c:10](-[c:13]3[n:14][n:15](-[c:23]4[n:24][cH:25][cH:26][cH:27][n:28]4)[cH:16][cH:17]3)[cH:11][cH:12]2)[cH:18][cH:19]1.